Dataset: the Open Reaction Database (ORD), a public repository of structured organic reaction records. Task: describe an organic reaction: reactants, conditions, products, and yield Starting materials: ClC1=NC2=C(N1C)C(=CC=C2Cl)C(CC)CC (2,4-dichloro-7-(1-ethylpropyl)-1-methyl-1H-benzimidazole), BrC1=CC(=C(N)C(=C1)C)OC (4-bromo-2-methoxy-6-methylaniline). Reagents/catalysts: CN1C(CCC1)=O (1-methyl-2-pyrrolidone). Run in C(C)(=O)OCC.O (ethyl acetate water). Reaction conditions: temperature 130 celsius, time 2 day. Yields the product BrC1=CC(=C(C(=C1)C)NC1=NC2=C(N1C)C(=CC=C2Cl)C(CC)CC)OC (N-(4-Bromo-2-methoxy-6-methylphenyl)-4-chloro-7-(1-ethylpropyl)-1-methyl-1H-benzimidazol-2-amine). The yield is 49.1%. RXN SMILES: Cl[C:2]1[N:6]([CH3:7])[C:5]2[C:8]([CH:13]([CH2:16][CH3:17])[CH2:14][CH3:15])=[CH:9][CH:10]=[C:11]([Cl:12])[C:4]=2[N:3]=1.[Br:18][C:19]1[CH:25]=[C:24]([CH3:26])[C:22]([NH2:23])=[C:21]([O:27][CH3:28])[CH:20]=1>CN1CCCC1=O.C(OCC)(=O)C.O>[Br:18][C:19]1[CH:25]=[C:24]([CH3:26])[C:22]([NH:23][C:2]2[N:6]([CH3:7])[C:5]3[C:8]([CH:13]([CH2:16][CH3:17])[CH2:14][CH3:15])=[CH:9][CH:10]=[C:11]([Cl:12])[C:4]=3[N:3]=2)=[C:21]([O:27][CH3:28])[CH:20]=1 |f:3.4|. Procedure details: A mixture of 2,4-dichloro-7-(1-ethylpropyl)-1-methyl-1H-benzimidazole (140 mg, 0.52 mmol), 4-bromo-2-methoxy-6-methylaniline (335 mg, 1.55 mmol) and 1-methyl-2-pyrrolidone (5 drops) was stirred at 130° C. for 2 days under nitrogen atmosphere. The mixture was dissolved in ethyl acetate/water, extracted with ethyl acetate and washed with brine. The organic layer was dried over magnesium sulfate, and concentrated to give a brown oil. The oil was subjected to chromatography on a silica gel (n-hexane... Reactants: CC(C)=O, CCOC(=O)C(C)Oc1ccc(Oc2cnc3cc(Cl)ccc3c2)cc1, N. Product: CC(Oc1ccc(Oc2cnc3cc(Cl)ccc3c2)cc1)C(N)=O. RXN SMILES: [CH3:28][C:29](=[O:30])[CH3:31].[Cl:2][c:3]1[cH:4][cH:5][c:6]2[cH:7][c:8]([O:13][c:14]3[cH:15][cH:16][c:17]([O:18][CH:19]([C:20](=[O:21])[O:22][CH2:23][CH3:24])[CH3:25])[cH:26][cH:27]3)[cH:9][n:10][c:11]2[cH:12]1.[NH3:1]>>[NH2:1][C:20]([CH:19]([O:18][c:17]1[cH:16][cH:15][c:14]([O:13][c:8]2[cH:7][c:6]3[cH:5][cH:4][c:3]([Cl:2])[cH:12][c:11]3[n:10][cH:9]2)[cH:27][cH:26]1)[CH3:25])=[O:21]. Reactants: N1=NC=C(C=C1)NCC1CCNCC1 (4-[(pyridazin-4-ylamino)-methyl]-piperidine), O=C1N(C(CC1)=O)OC(OCC1=CC=CC=C1)=O (carbonic acid benzyl ester 2,5-dioxo-pyrrolidin-1-yl ester). Solvent: CN(C)C=O (DMF). Conditions: time 0.5 hour. Product: C(C1=CC=CC=C1)OC(=O)N1CCCCC1 (piperidine-1-carboxylic acid benzyl ester). RXN SMILES: N1C=CC(NC[CH:9]2[CH2:14][CH2:13][NH:12][CH2:11][CH2:10]2)=CN=1.O=C1CCC(=O)N1[O:22][C:23](=O)[O:24][CH2:25][C:26]1[CH:31]=[CH:30][CH:29]=[CH:28][CH:27]=1>CN(C=O)C>[CH2:25]([O:24][C:23]([N:12]1[CH2:11][CH2:10][CH2:9][CH2:14][CH2:13]1)=[O:22])[C:26]1[CH:31]=[CH:30][CH:29]=[CH:28][CH:27]=1. Reported procedure: To a stirred solution of 4-[(pyridazin-4-ylamino)-methyl]-piperidine (0.20 g, 1.04 mmol), in DMF (3 mL) was added carbonic acid benzyl ester 2,5-dioxo-pyrrolidin-1-yl ester (0.26 g, 1.04 mmol). The resulting reaction solution was stirred at rt for 0.5 h, then concentrated in vacuo. The residue was purified by silica gel chromatography (1–7 (10% NH4OH in MeOH)/99–93 CH2Cl2) to give 4-(pyridazin-4-ylamino)-methyl]-piperidine-1-carboxylic acid benzyl ester. Starting materials: C(C1=CC=CC=C1)N1CCC(CC1)NC=1N=C(C(=NC1CC)C(=O)N)NC1=CC(=C(C=C1)N1CCC(CC1)N1CCN(CC1)C)C (5-[(1-benzylpiperidin-4-yl)amino]-6-ethyl-3-({3-methyl-4-[4-(4-methylpiperazin-1-yl)piperidin-1-yl]phenyl}amino)pyrazine-2-carboxamide), C(C)O (ethanol). The reagents and catalysts are [OH-].[Pd+2].[OH-] (palladium hydroxide). Solvent: C(C)(=O)O (acetic acid). Conditions: time 3 day. Product: C(C)C1=C(N=C(C(=N1)C(=O)N)NC1=CC(=C(C=C1)N1CCC(CC1)N1CCN(CC1)C)C)NC1CCNCC1 (6-ethyl-3-({3-methyl-4-[4-(4-methylpiperazin-1-yl)piperidin-1-yl]phenyl}amino)-5-(piperidin-4-ylamino)pyrazine-2-carboxamide). Isolated yield 65.1%. As a reaction SMILES: C([N:8]1[CH2:13][CH2:12][CH:11]([NH:14][C:15]2[N:16]=[C:17]([NH:26][C:27]3[CH:32]=[CH:31][C:30]([N:33]4[CH2:38][CH2:37][CH:36]([N:39]5[CH2:44][CH2:43][N:42]([CH3:45])[CH2:41][CH2:40]5)[CH2:35][CH2:34]4)=[C:29]([CH3:46])[CH:28]=3)[C:18]([C:23]([NH2:25])=[O:24])=[N:19][C:20]=2[CH2:21][CH3:22])[CH2:10][CH2:9]1)C1C=CC=CC=1.C(O)C>[OH-].[Pd+2].[OH-].C(O)(=O)C>[CH2:21]([C:20]1[N:19]=[C:18]([C:23]([NH2:25])=[O:24])[C:17]([NH:26][C:27]2[CH:32]=[CH:31][C:30]([N:33]3[CH2:38][CH2:37][CH:36]([N:39]4[CH2:44][CH2:43][N:42]([CH3:45])[CH2:41][CH2:40]4)[CH2:35][CH2:34]3)=[C:29]([CH3:46])[CH:28]=2)=[N:16][C:15]=1[NH:14][CH:11]1[CH2:10][CH2:9][NH:8][CH2:13][CH2:12]1)[CH3:22] |f:2.3.4|. Procedure: To a mixture of 5-[(1-benzylpiperidin-4-yl)amino]-6-ethyl-3-({3-methyl-4-[4-(4-methylpiperazin-1-yl)piperidin-1-yl]phenyl}amino)pyrazine-2-carboxamide (Example 507) (1.31 g), ethanol (26 mL) and acetic acid (13 mL), palladium hydroxide (0.65 g) was added and stirred under a hydrogen atmosphere at room temperature for 3 days. After the catalyst was separated by filtration, the solvent was concentrated and partitioned using chloroform and saturated aqueous sodium hydrogen carbonate. The organic la... Starting materials: COC=1C=C(C=CC1OC)C1=CNC2=NC=CC=C21 (3-(3,4-dimethoxy-phenyl)-1H-pyrrolo[2,3-b]pyridine), ClC1=CC=C(C=C1)N=C=O (4-chlorophenyl isocyanate). The reagents and catalysts are CN(C1=CC=NC=C1)C (4-Dimethylaminopyridine). Run in C1=CC=CC=C1 (benzene), O1CCCC1 (tetrahydrofuran). Run at temperature 200 celsius. Yields the product ClC1=CC=C(C=C1)NC(=O)N1C=C(C=2C1=NC=CC2)C2=CC(=C(C=C2)OC)OC (3-(3,4-dimethoxy-phenyl)-pyrrolo[2,3-b]pyridine-1-carboxylic acid (4-chloro-phenyl)-amide). Yield: 39.8%. Reaction SMILES: [CH3:1][O:2][C:3]1[CH:4]=[C:5]([C:11]2[C:19]3[C:14](=[N:15][CH:16]=[CH:17][CH:18]=3)[NH:13][CH:12]=2)[CH:6]=[CH:7][C:8]=1[O:9][CH3:10].[Cl:20][C:21]1[CH:26]=[CH:25][C:24]([N:27]=[C:28]=[O:29])=[CH:23][CH:22]=1>C1C=CC=CC=1.O1CCCC1.CN(C)C1C=CN=CC=1>[Cl:20][C:21]1[CH:26]=[CH:25][C:24]([NH:27][C:28]([N:13]2[C:14]3=[N:15][CH:16]=[CH:17][CH:18]=[C:19]3[C:11]([C:5]3[CH:6]=[CH:7][C:8]([O:9][CH3:10])=[C:3]([O:2][CH3:1])[CH:4]=3)=[CH:12]2)=[O:29])=[CH:23][CH:22]=1. Procedure details: 3-(3,4-Dimethoxy-phenyl)-1H-pyrrolo-[2,3-b]pyridine 1 (40 mg, 0.16 mmol) was dissolved in benzene and 4-chlorophenyl isocyanate (36 mg, 0.24 mol) dissolved in tetrahydrofuran (4 mL) was added. 4-Dimethylaminopyridine (20 mg, polymer bound) was added. The reaction was heated in a CEM Discover microwave at 200° C. for 10 minutes. The mixture was filtered and concentrated. The resulting solid was washed with a minimum of methanol, filtered, and then washed with dichloromethane to provide 26, (26 mg... Starting materials: COc1ccc(-c2cc3cc(Cl)ccc3o2)cc1, ClCCl, Cl, O, c1ccncc1. Product: Oc1ccc(-c2cc3cc(Cl)ccc3o2)cc1. As a reaction SMILES: [Cl:1][c:2]1[cH:3][cH:4][c:5]2[c:6]([cH:7][c:8](-[c:10]3[cH:11][cH:12][c:13]([O:16][CH3:17])[cH:14][cH:15]3)[o:9]2)[cH:18]1.[Cl:26][CH2:27][Cl:28].[ClH:25].[OH2:29].[cH:19]1[cH:20][cH:21][n:22][cH:23][cH:24]1>>[Cl:1][c:2]1[cH:3][cH:4][c:5]2[c:6]([cH:7][c:8](-[c:10]3[cH:11][cH:12][c:13]([OH:16])[cH:14][cH:15]3)[o:9]2)[cH:18]1. The reactants are [BH4-], CC(=O)c1nc2c(N)ncnc2n1C1OC(CO)C(O)C1O, C1CCOC1, CO, ClCCl, Cl, [Na+]. The product is CC(O)c1nc2c(N)ncnc2n1C1OC(CO)C(O)C1O. RXN SMILES: [BH4-:1].[C:3]([CH3:4])(=[O:5])[c:6]1[n:7]([CH:8]2[CH:9]([OH:10])[CH:11]([OH:12])[CH:13]([CH2:14][OH:15])[O:16]2)[c:17]2[n:18][cH:19][n:20][c:21]([NH2:24])[c:22]2[n:23]1.[CH2:26]1[O:27][CH2:28][CH2:29][CH2:30]1.[CH3:31][OH:32].[Cl:33][CH2:34][Cl:35].[ClH:25].[Na+:2]>>[CH:3]([CH3:4])([OH:5])[c:6]1[n:7]([CH:8]2[CH:9]([OH:10])[CH:11]([OH:12])[CH:13]([CH2:14][OH:15])[O:16]2)[c:17]2[n:18][cH:19][n:20][c:21]([NH2:24])[c:22]2[n:23]1. RXN SMILES: [Br:42][c:43]1[s:44][cH:45][c:46]([Br:48])[n:47]1.[C:55](=[O:56])([O-:57])[O-:58].[CH3:138][CH2:139][OH:140].[CH3:49][O:50][CH2:51][CH2:52][O:53][CH3:54].[F:1][C:2]([c:3]1[cH:4][c:5]([CH:13]2[CH:14]([CH3:39])[N:15]([CH2:19][c:20]3[c:21]([B:30]4[O:31][C:32]([CH3:33])([CH3:34])[C:35]([CH3:36])([CH3:37])[O:38]4)[cH:22][cH:23][c:24]([C:26]([F:27])([F:28])[F:29])[cH:25]3)[C:16](=[O:18])[O:17]2)[cH:6][c:7]([C:9]([F:10])([F:11])[F:12])[cH:8]1)([F:40])[F:41].[Na+:59].[Na+:60].[cH:61]1[cH:62][cH:63][c:64]([P:65]([Pd:66]([P:67]([c:68]2[cH:69][cH:70][cH:71][cH:72][cH:73]2)([c:74]2[cH:75][cH:76][cH:77][cH:78][cH:79]2)[c:80]2[cH:81][cH:82][cH:83][cH:84][cH:85]2)([P:86]([c:87]2[cH:88][cH:89][cH:90][cH:91][cH:92]2)([c:93]2[cH:94][cH:95][cH:96][cH:97][cH:98]2)[c:99]2[cH:100][cH:101][cH:102][cH:103][cH:104]2)[P:105]([c:106]2[cH:107][cH:108][cH:109][cH:110][cH:111]2)([c:112]2[cH:113][cH:114][cH:115][cH:116][cH:117]2)[c:118]2[cH:119][cH:120][cH:121][cH:122][cH:123]2)([c:124]2[cH:125][cH:126][cH:127][cH:128][cH:129]2)[c:130]2[cH:131][cH:132][cH:133][cH:134][cH:135]2)[cH:136][cH:137]1>>[F:1][C:2]([c:3]1[cH:4][c:5]([CH:13]2[CH:14]([CH3:39])[N:15]([CH2:19][c:20]3[c:21](-[c:43]4[s:44][cH:45][c:46]([Br:48])[n:47]4)[cH:22][cH:23][c:24]([C:26]([F:27])([F:28])[F:29])[cH:25]3)[C:16](=[O:18])[O:17]2)[cH:6][c:7]([C:9]([F:10])([F:11])[F:12])[cH:8]1)([F:40])[F:41]. The reactants are Brc1csc(Br)n1, O=C([O-])[O-], CCO, COCCOC, CC1C(c2cc(C(F)(F)F)cc(C(F)(F)F)c2)OC(=O)N1Cc1cc(C(F)(F)F)ccc1B1OC(C)(C)C(C)(C)O1, [Na+], [Na+], c1ccc(P(c2ccccc2)(c2ccccc2)[Pd](P(c2ccccc2)(c2ccccc2)c2ccccc2)(P(c2ccccc2)(c2ccccc2)c2ccccc2)P(c2ccccc2)(c2ccccc2)c2ccccc2)cc1. Product: CC1C(c2cc(C(F)(F)F)cc(C(F)(F)F)c2)OC(=O)N1Cc1cc(C(F)(F)F)ccc1-c1nc(Br)cs1. Starting materials: [NH4+].[Cl-] (NH4Cl), C1(=CC=CC=C1)CCCNC(C1=CC=C(C=C1)OC)=O (N-(3-phenylpropyl)-4-methoxybenzamide), C(CCC)[Li] (n-butyllithium), CN(C=O)C (dimethylformamide), [Na+].[Cl-] (NaCl). Solvent: C1CCOC1 (THF). Run at time 5 minute. Yields the product C1(=CC=CC=C1)CCCN1C(C2=C(C1O)C=C(C=C2)OC)=O (2-(3-phenylpropyl)-5-methoxy-3-hydroxy-1-oxo-1,3-dihydrobenzo[c]pyrrole). Reaction SMILES: [C:1]1([CH2:7][CH2:8][CH2:9][NH:10][C:11](=[O:20])[C:12]2[CH:17]=[CH:16][C:15]([O:18][CH3:19])=[CH:14][CH:13]=2)[CH:6]=[CH:5][CH:4]=[CH:3][CH:2]=1.C([Li])CCC.CN(C)[CH:28]=[O:29].[NH4+].[Cl-].[Na+].[Cl-]>C1COCC1>[C:1]1([CH2:7][CH2:8][CH2:9][N:10]2[CH:28]([OH:29])[C:17]3[CH:16]=[C:15]([O:18][CH3:19])[CH:14]=[CH:13][C:12]=3[C:11]2=[O:20])[CH:2]=[CH:3][CH:4]=[CH:5][CH:6]=1 |f:3.4,5.6|. Procedure details: A solution of N-(3-phenylpropyl)-4-methoxybenzamide (5 g, 18.58 mmol) in dry THF (100 ml) is chilled to 5° in an ice/H2O bath. To this, n-butyllithium (1.6 m in hexanes, 59.46 mmol, 37 ml) is added slowly so that the temperature remains below 15°. After the addition is complete, the reaction is stirred for 5 minutes at 5°, followed by the addition of dimethylformamide (4.5 g, 61.31 mmol). After stirring for 1 hour at 10°, saturated NH4Cl solution (10 ml) is added, and the reaction is allowed to ... Reactants: compound, ClC1=C(C=CC(=C1)Cl)C1=CC2=C(N(C3=CC=C(C=C23)C(\C=C\N(C)C)=O)C(F)F)N(C1=O)C (3-(2,4-dichlorophenyl)-9-difluoromethyl-6-((E)-3-dimethylamino-acryloyl)-1-methyl-1,9-dihydropyrido[2,3-b]indol-2-one), O.NN (hydrazine monohydrate). Yields the product ClC1=C(C=CC(=C1)Cl)C1=CC2=C(N(C3=CC=C(C=C23)C2=NNC=C2)C(F)F)N(C1=O)C (3-(2,4-Dichlorophenyl)-9-difluoromethyl-1-methyl-6-(1H-pyrazol-3-yl)-1,9-dihydropyrido[2,3-b]indol-2-one). As a reaction SMILES: [Cl:1][C:2]1[CH:7]=[C:6]([Cl:8])[CH:5]=[CH:4][C:3]=1[C:9]1[C:31](=[O:32])[N:30]([CH3:33])[C:12]2[N:13]([CH:27]([F:29])[F:28])[C:14]3[C:19]([C:11]=2[CH:10]=1)=[CH:18][C:17]([C:20](=O)/[CH:21]=[CH:22]/[N:23](C)C)=[CH:16][CH:15]=3.O.[NH2:35]N>>[Cl:1][C:2]1[CH:7]=[C:6]([Cl:8])[CH:5]=[CH:4][C:3]=1[C:9]1[C:31](=[O:32])[N:30]([CH3:33])[C:12]2[N:13]([CH:27]([F:29])[F:28])[C:14]3[C:19]([C:11]=2[CH:10]=1)=[CH:18][C:17]([C:20]1[CH:21]=[CH:22][NH:23][N:35]=1)=[CH:16][CH:15]=3 |f:1.2|. Procedure: The process is carried out as indicated in Example 40 above, with the compound from Example 151B, 3-(2,4-dichlorophenyl)-9-difluoromethyl-6-((E)-3-dimethylamino-acryloyl)-1-methyl-1,9-dihydropyrido[2,3-b]indol-2-one, and hydrazine monohydrate.